The task is: describe an organic reaction: reactants, conditions, products, and yield. This data is from the Open Reaction Database (ORD), a public repository of structured organic reaction records. Reactants: O=C([O-])O, COc1cccc(C=Cc2nc3c(s2)NCCC3)c1OC, CC(=O)OC(C)=O, [Na+], c1ccncc1. The product is COc1cccc(C=Cc2nc3c(s2)N(C(C)=O)CCC3)c1OC. RXN SMILES: [C:29](=[O:30])([OH:31])[O-:32].[CH3:1][O:2][c:3]1[c:4]([CH:5]=[CH:6][c:7]2[s:8][c:9]3[c:14]([n:15]2)[CH2:13][CH2:12][CH2:11][NH:10]3)[cH:16][cH:17][cH:18][c:19]1[O:20][CH3:21].[CH3:22][C:23](=[O:24])[O:25][C:26](=[O:27])[CH3:28].[Na+:33].[cH:34]1[cH:35][cH:36][n:37][cH:38][cH:39]1>>[CH3:1][O:2][c:3]1[c:4]([CH:5]=[CH:6][c:7]2[s:8][c:9]3[c:14]([n:15]2)[CH2:13][CH2:12][CH2:11][N:10]3[C:23]([CH3:22])=[O:24])[cH:16][cH:17][cH:18][c:19]1[O:20][CH3:21]. Reactants: Cl (HCl), C(C)(C)(C)OC(NC1=C(C(=CC(=C1C)OC)OC)Cl)=O ((2-chloro-3,5-dimethoxy-6-methyl-phenyl)-carbamic acid tert-butyl ester). Run in O1CCOCC1 (dioxane). Run at time 24 hour. Product: ClC1=C(C(=C(C=C1OC)OC)C)N (2-Chloro-3,5-dimethoxy-6-methyl-phenyl-amine). Reaction SMILES: Cl.C(OC(=O)[NH:8][C:9]1[C:14]([CH3:15])=[C:13]([O:16][CH3:17])[CH:12]=[C:11]([O:18][CH3:19])[C:10]=1[Cl:20])(C)(C)C>O1CCOCC1>[Cl:20][C:10]1[C:11]([O:18][CH3:19])=[CH:12][C:13]([O:16][CH3:17])=[C:14]([CH3:15])[C:9]=1[NH2:8]. Reported procedure: HCl (91 mL, 360 mmol, 8 equiv, 4N in dioxane) is added dropwise to a cooled (10° C.) solution of (2-chloro-3,5-dimethoxy-6-methyl-phenyl)-carbamic acid tert-butyl ester (13.8 g, 45.7 mmol) in dioxane (150 mL), under an argon atmosphere. The reaction mixture is allowed to warm to RT, stirred for 24 h and concentrated. The residue is diluted with EtOAc, washed with a saturated aqueous solution of NaHCO3, and brine, dried (Na2SO4), filtered and concentrated. The residue is purified by crystallizati... Yields the product CC(=O)NC1(C)CCCc2nc(OCc3ccccc3)ccc21. RXN SMILES: [CH3:28][C:29]#[N:30].[Na+:27].[OH-:26].[OH:6][C:7]1([CH3:25])[c:8]2[cH:9][cH:10][c:11]([O:17][CH2:18][c:19]3[cH:20][cH:21][cH:22][cH:23][cH:24]3)[n:12][c:13]2[CH2:14][CH2:15][CH2:16]1.[S:1](=[O:2])(=[O:3])([OH:4])[OH:5]>>[C:7]1([CH3:25])([NH:30][C:29](=[O:26])[CH3:28])[c:8]2[cH:9][cH:10][c:11]([O:17][CH2:18][c:19]3[cH:20][cH:21][cH:22][cH:23][cH:24]3)[n:12][c:13]2[CH2:14][CH2:15][CH2:16]1. Reactants: CC#N, [Na+], [OH-], CC1(O)CCCc2nc(OCc3ccccc3)ccc21, O=S(=O)(O)O. As a reaction SMILES: [CH3:1][C:2]([CH3:19])([CH3:18])[C:3]#[C:4]/[CH:5]=[CH:6]/[CH2:7][N:8]([CH2:10][C:11]1[CH:16]=[CH:15][CH:14]=[CH:13][C:12]=1Br)[CH3:9].C([Li])CCC.CCCCCC.[CH3:31][C:32]([CH3:34])=[O:33]>>[CH3:1][C:2]([CH3:19])([CH3:18])[C:3]#[C:4][CH:5]=[CH:6][CH2:7][N:8]([CH2:10][C:11]1[CH:16]=[C:15]([C:32]([OH:33])([CH3:34])[CH3:31])[CH:14]=[CH:13][CH:12]=1)[CH3:9]. The yield is 42.8%. Reported procedure: The procedure described in Example 17 was repeated, except that Compound 36 (2.35 g; 7.3 mmol), n-butyl lithium in n-hexane (1.56 M: 5.2 ml; 8.1 mmol), and acetone (1 ml) were used, to thereby yield 940 mg of the target compound (yield: 42.8%). Yields the product CC(C#CC=CCN(C)CC=1C=C(C=CC1)C(C)(C)O)(C)C (2-[3-{N-(6,6-Dimethyl-2-hepten-4-ynyl)-N-methylaminomethyl}phenyl]-2-propanol). Reactants: CC(C#C/C=C/CN(C)CC1=C(C=CC=C1)Br)(C)C (trans-N-(6,6-Dimethyl-2-hepten-4-ynyl)-N-methyl-(2-bromobenzyl)amine), CC(=O)C (acetone), C(CCC)[Li] (n-butyl lithium), CCCCCC (n-hexane). Starting materials: C(CCCCC)S (hexane-1-thiol), C(=O)([O-])[O-].[K+].[K+] (K2CO3), CC1(C2=C(C(=CC=C2)P(C3=CC=CC=C3)C4=CC=CC=C4)OC5=C(C=CC=C51)P(C6=CC=CC=C6)C7=CC=CC=C7)C (Xantphos), BrC1=C(N(C=N1)COCC[Si](C)(C)C)C=1C=NC=CC1 (3-[5-bromo-3-(2-trimethylsilanyl-ethoxymethyl)-3H-imidazol-4-yl]-pyridine). Reagents/catalysts: C=1C=CC(=CC1)/C=C/C(=O)/C=C/C2=CC=CC=C2.C=1C=CC(=CC1)/C=C/C(=O)/C=C/C2=CC=CC=C2.C=1C=CC(=CC1)/C=C/C(=O)/C=C/C2=CC=CC=C2.[Pd].[Pd] (Pd2(dba)3). Run in C(C)(=O)OCC (ethyl acetate), C=1(C(=CC=CC1)C)C (xylene). Run at time 2 hour. Yields the product C(CCCCC)SC1=C(N(C=N1)COCC[Si](C)(C)C)C=1C=NC=CC1 (3-[5-hexylsulfanyl-3-(2-trimethylsilanyl-ethoxymethyl)-3H-imidazol-4-yl]-pyridine). Yield: 18.0%. As a reaction SMILES: Br[C:2]1[N:6]=[CH:5][N:4]([CH2:7][O:8][CH2:9][CH2:10][Si:11]([CH3:14])([CH3:13])[CH3:12])[C:3]=1[C:15]1[CH:16]=[N:17][CH:18]=[CH:19][CH:20]=1.[CH2:21]([SH:27])[CH2:22][CH2:23][CH2:24][CH2:25][CH3:26].C([O-])([O-])=O.[K+].[K+].CC1(C)C2C(=C(P(C3C=CC=CC=3)C3C=CC=CC=3)C=CC=2)OC2C(P(C3C=CC=CC=3)C3C=CC=CC=3)=CC=CC1=2>C(OCC)(=O)C.C1C=CC(/C=C/C(/C=C/C2C=CC=CC=2)=O)=CC=1.C1C=CC(/C=C/C(/C=C/C2C=CC=CC=2)=O)=CC=1.C1C=CC(/C=C/C(/C=C/C2C=CC=CC=2)=O)=CC=1.[Pd].[Pd].C1(C)C(C)=CC=CC=1>[CH2:21]([S:27][C:2]1[N:6]=[CH:5][N:4]([CH2:7][O:8][CH2:9][CH2:10][Si:11]([CH3:14])([CH3:13])[CH3:12])[C:3]=1[C:15]1[CH:16]=[N:17][CH:18]=[CH:19][CH:20]=1)[CH2:22][CH2:23][CH2:24][CH2:25][CH3:26] |f:2.3.4,7.8.9.10.11|. Procedure details: To a degassed solution of xylene (30 ml) containing compound 73 (0.6 g, 1.70 mmol), were added 1.25 eq (0.30 ml) of hexane-1-thiol and 1.25 eq of K2CO3 (0.29 g). The resulting mixture was stirred for another 2 hours under N2. Successively were added 10 mol % of Pd2(dba)3 (160 mg) and 20 mol % of Xantphos (200 mg). After the addition, the resulting solution was stirred for 18 hours at 130° C. under N2. After cooling to room temperature, the mixture was diluted with ethyl acetate, washed with a sa... Reactants: CN(C)C(=O)Oc2ccc(c1ccccc1)cc2 (substrate), CCO[Si](OCC)(OCC)c1cccc(C)c1 (effective_coupling_partner). The reagents and catalysts are dcype. Reaction conditions: temperature 120 celsius, time 12 hour. Yields the product Cc3cccc(c2ccc(c1ccccc1)cc2)c3. The reactants are CC1(OCCO1)C1=CC=C(S1)CN1N=CC(=N1)N (2-[5-(2-methyl-[1,3]dioxolan-2-yl)-thiophen-2-ylmethyl]-2H-[1,2,3]triazol-4-ylamine), CN(C=1C=C(C=CC1)C1=C(N=CO1)C(=O)O)C (5-(3-dimethylamino-phenyl)-oxazole-4-carboxylic acid). Product: C(C)(=O)C1=CC=C(S1)CN1N=CC(=N1)NC(=O)C=1N=COC1C1=CC(=CC=C1)N(C)C (5-(3-Dimethylamino-phenyl)-oxazole-4-carboxylic acid [2-(5-acetyl-thiophen-2-ylmethyl)-2H-[1,2,3]triazol-4-yl]-amide). RXN SMILES: [CH3:1][C:2]1([C:7]2[S:11][C:10]([CH2:12][N:13]3[N:17]=[C:16]([NH2:18])[CH:15]=[N:14]3)=[CH:9][CH:8]=2)[O:6]CCO1.[CH3:19][N:20]([CH3:35])[C:21]1[CH:22]=[C:23]([C:27]2[O:31][CH:30]=[N:29][C:28]=2[C:32](O)=[O:33])[CH:24]=[CH:25][CH:26]=1>>[C:2]([C:7]1[S:11][C:10]([CH2:12][N:13]2[N:17]=[C:16]([NH:18][C:32]([C:28]3[N:29]=[CH:30][O:31][C:27]=3[C:23]3[CH:24]=[CH:25][CH:26]=[C:21]([N:20]([CH3:35])[CH3:19])[CH:22]=3)=[O:33])[CH:15]=[N:14]2)=[CH:9][CH:8]=1)(=[O:6])[CH3:1]. Reported procedure: Following general procedure A followed by B, starting from 2-[5-(2-methyl-[1,3]dioxolan-2-yl)-thiophen-2-ylmethyl]-2H-[1,2,3]triazol-4-ylamine and 5-(3-dimethylamino-phenyl)-oxazole-4-carboxylic acid. The reactants are COC(C(CC#N)C1=C(C(=CC=C1F)Cl)F)=O (2-(3-Chloro-2,6-difluorophenyl)-3-cyanopropionic acid methyl ester), Cl (hydrochloric acid). Reagents/catalysts: [Pt](=O)=O (platinum dioxide). The solvent is CO (MeOH). Conditions: time 3.5 hour. Yields the product Cl.COC(C(CCN)C1=C(C(=CC=C1F)Cl)F)=O (4-Amino-2-(3-chloro-2,6-difluorophenyl)-butyric acid methyl ester hydrochloride). Reaction SMILES: [CH3:1][O:2][C:3](=[O:17])[CH:4]([C:8]1[C:13]([F:14])=[CH:12][CH:11]=[C:10]([Cl:15])[C:9]=1[F:16])[CH2:5][C:6]#[N:7].Cl>CO.[Pt](=O)=O>[ClH:15].[CH3:1][O:2][C:3](=[O:17])[CH:4]([C:8]1[C:13]([F:14])=[CH:12][CH:11]=[C:10]([Cl:15])[C:9]=1[F:16])[CH2:5][CH2:6][NH2:7] |f:4.5|. Reported procedure: To a solution of 2-(3-Chloro-2,6-difluorophenyl)-3-cyanopropionic acid methyl ester (784 mg, 3.0 mmol) and concentrated hydrochloric acid (0.63 mL, 7.55 mmol) in MeOH (5 mL) was added platinum dioxide (69 mg, 0.3 mmol) under nitrogen. The reaction mixture was degassed (5× vacuum cycles) and the nitrogen atmosphere replaced with hydrogen (5× vacuum cycles). The mixture was stirred for 3.5 hours, then filtered through a pad of Celite®, washing with MeOH. The filtrate was concentrated and used in t...